Dataset: the Open Reaction Database (ORD), a public repository of structured organic reaction records. Task: describe an organic reaction: reactants, conditions, products, and yield Starting materials: OC1=CC=2C=3C4=C(C(=CC3NC2C=C1)I)C(NC4=O)=O (9-hydroxy-4-iodopyrrolo[3,4-c]carbazole-1,3(2H,6H)-dione), CSC1=C(C=CC=C1)B(O)O (2-(methylthio)benzeneboronic acid), CO.C(Cl)Cl (MeOH CH2Cl2). The yield is 72.0%. The solvent is CCCCCC (hexane). RXN SMILES: [OH:1][C:2]1[CH:14]=[CH:13][C:12]2[NH:11][C:10]3[CH:9]=[C:8](I)[C:7]4[C:16](=[O:20])[NH:17][C:18](=[O:19])[C:6]=4[C:5]=3[C:4]=2[CH:3]=1.[CH3:21][S:22][C:23]1[CH:28]=[CH:27][CH:26]=[CH:25][C:24]=1B(O)O.CO.C(Cl)Cl>CCCCCC>[OH:1][C:2]1[CH:14]=[CH:13][C:12]2[NH:11][C:10]3[CH:9]=[C:8]([C:24]4[CH:25]=[CH:26][CH:27]=[CH:28][C:23]=4[S:22][CH3:21])[C:7]4[C:16](=[O:20])[NH:17][C:18](=[O:19])[C:6]=4[C:5]=3[C:4]=2[CH:3]=1 |f:2.3|. Yields the product OC1=CC=2C=3C4=C(C(=CC3NC2C=C1)C1=C(C=CC=C1)SC)C(NC4=O)=O (9-hydroxy-4-[2-(methylsulfanyl)phenyl]pyrrolo[3,4-c]carbazole-1,3(2H,6H)-dione). Procedure: The reaction of 9-hydroxy-4-iodopyrrolo[3,4-c]carbazole-1,3(2H,6H)-dione, prepared as in example 7, with 2-(methylthio)benzeneboronic acid according to the procedure described in example 8 gave 9-hydroxy-4-[2-(methylsulfanyl)phenyl]pyrrolo[3,4-c]carbazole-1,3(2H,6H)-dione (508) (I; Ar=2-(methylsulfanyl)phenyl) in a 72% yield, mp (MeOH/CH2Cl2)/hexane) 208–216° C. 1H NMR [(CD3)2SO] δ 11.76 (br s, 1H), 10.95 (br s, 1H), 9.25 (br s, 1H), 8.31 (d, J=2.5 Hz, 1H), 7.47 (s, 1H), 7.44 (d, J=8.6 Hz, 1H), ... Reactants: [H-].C(C(C)C)[Al+]CC(C)C (Diisobutylaluminium hydride), C(C)(C)N1N=CC(=C1C(F)(F)F)C(=O)OCC (ethyl 1-isopropyl-5-(trifluoromethyl)-1H-pyrazole-4-carboxylate), Cl (HCl). Solvent: C1(=CC=CC=C1)C (toluene). Reaction conditions: temperature -78 celsius, time 2 hour. Yields the product C(C)(C)N1N=CC(=C1C(F)(F)F)CO ([1-Isopropyl-5-(trifluoromethyl)-1H-pyrazol-4-yl]methanol). Isolated yield 105.1%. As a reaction SMILES: [H-].C([Al+]CC(C)C)C(C)C.[CH:11]([N:14]1[C:18]([C:19]([F:22])([F:21])[F:20])=[C:17]([C:23](OCC)=[O:24])[CH:16]=[N:15]1)([CH3:13])[CH3:12].Cl>C1(C)C=CC=CC=1>[CH:11]([N:14]1[C:18]([C:19]([F:21])([F:20])[F:22])=[C:17]([CH2:23][OH:24])[CH:16]=[N:15]1)([CH3:13])[CH3:12] |f:0.1|. Procedure: Diisobutylaluminium hydride (99 mL, 120 mmol, 1.2 M solution in toluene) was added to ethyl 1-isopropyl-5-(trifluoromethyl)-1H-pyrazole-4-carboxylate (WO 2007071900, 12 g, 48 mmol) in toluene (220 mL) at −78° C. The reaction mixture was stirred at −78° C. for 2 hours then poured into aqueous HCl (100 mL, 2M). The mixture was stirred for 4 hours at room temperature then extracted with EtOAc (400 mL). The organic phase was washed with water (200 mL), brine (200 mL) and dried over sodium sulphate. ... Starting materials: Cl (HCl), [H-].[Na+] (Sodium hydride), CC(CC=O)C (3-Methylbutyraldehyde), C(CC(=O)C)(=O)OCC (Ethyl acetoacetate), C(CCC)[Li] (n-butyl lithium). Solvent: O1CCCC1 (tetrahydrofuran), C(C)OCC (Diethyl ether). Reaction conditions: temperature -78 celsius, time 10 minute. Product: C(C)OC(CC(CC(CC(C)C)O)=O)=O (5-hydroxy-7-methyl-3-oxo-octanoic acid ethyl ester). The yield is 49.8%. RXN SMILES: [H-].[Na+].[C:3]([O:9][CH2:10][CH3:11])(=[O:8])[CH2:4][C:5]([CH3:7])=[O:6].C([Li])CCC.[CH3:17][CH:18]([CH3:22])[CH2:19][CH:20]=[O:21].Cl>C(OCC)C.O1CCCC1>[CH2:10]([O:9][C:3](=[O:8])[CH2:4][C:5](=[O:6])[CH2:7][CH:20]([OH:21])[CH2:19][CH:18]([CH3:22])[CH3:17])[CH3:11] |f:0.1|. Procedure: Sodium hydride, as a 60% mineral oil dispersion, (6.8 g, 169 mmol) was introduced into a dry round bottomed flask, and dry tetrahydrofuran (220 ml) was added thereto. The flask was stoppered with a serum cap, cooled in ice and flushed with nitrogen. Ethyl acetoacetate (20 g, 154 mmol) was added dropwise to the cooled and stirred slurry and the reaction was stirred for 10 minutes after the addition was complete. The solution was cooled at −78° C. and a solution of n-butyl lithium (85 ml of 2M sol... Reaction conditions: time 5 hour. Procedure: 4-Nitrobenzyl 7-(2-phenylacetamido)-3-hydroxycepham-4-carboxylate (1.5 g.) was added to a solution of dimethylsulfoxide (15 ml.) and acetic anhydride (15 ml.), and stirred at room temperature for 5 hours. After adding the resultant mixture into water, ethyl acetate was added to the solution, adjusted to pH 7.5 and stirred for an hour. The ethyl acetate layer was separated, washed with a saturated aqueous solution of sodium chloride and dried over magnesium sulfate. The solution was concentrated ... Solvent: C(C)(=O)OCC (ethyl acetate). Reactants: C1(=CC=CC=C1)CC(=O)NC1[C@@H]2N(C(C(CS2)O)C(=O)OCC2=CC=C(C=C2)[N+](=O)[O-])C1=O (4-Nitrobenzyl 7-(2-phenylacetamido)-3-hydroxycepham-4-carboxylate), CS(=O)C (dimethylsulfoxide), C(C)(=O)OC(C)=O (acetic anhydride), resultant mixture, O (water). Reaction SMILES: [C:1]1([CH2:7][C:8]([NH:10][CH:11]2[C:32](=[O:33])[N:13]3[CH:14]([C:19]([O:21][CH2:22][C:23]4[CH:28]=[CH:27][C:26]([N+:29]([O-:31])=[O:30])=[CH:25][CH:24]=4)=[O:20])[CH:15](O)[CH2:16][S:17][C@H:12]23)=[O:9])[CH:6]=[CH:5][CH:4]=[CH:3][CH:2]=1.CS(C)=O.[C:38]([O:41][C:42](=O)C)(=[O:40])[CH3:39].O>C(OCC)(=O)C>[C:1]1([CH2:7][C:8]([NH:10][CH:11]2[C:32](=[O:33])[N:13]3[CH:14]([C:19]([O:21][CH2:22][C:23]4[CH:28]=[CH:27][C:26]([N+:29]([O-:31])=[O:30])=[CH:25][CH:24]=4)=[O:20])[C:15](=[CH:42][O:41][C:38](=[O:40])[CH3:39])[CH2:16][S:17][C@H:12]23)=[O:9])[CH:2]=[CH:3][CH:4]=[CH:5][CH:6]=1. Product: C1(=CC=CC=C1)CC(=O)NC1[C@@H]2N(C(C(CS2)=COC(C)=O)C(=O)OCC2=CC=C(C=C2)[N+](=O)[O-])C1=O (4-nitrobenzyl 7-(2-phenylacetamido)-3-acetoxymethylenecepham-4-carboxylate). Starting materials: N1=CC(=CC=C1)C=CC(=O)O (3-(3-pyridyl)-acrylic acid), C1=CN(C=N1)C(=O)N2C=CN=C2 (CDI), OC(CCCCN)(C1=CC=CC=C1)C1=CC=CC=C1 (5-hydroxy-5,5-diphenyl-pentylamine). Solvent: C1CCOC1 (THF). Yields the product OC(CCCCNC(C=CC=1C=NC=CC1)=O)(C1=CC=CC=C1)C1=CC=CC=C1 (N-(5-hydroxy-5,5-diphenyl-pentyl)-3-pyridin-3-yl-acrylamide). As a reaction SMILES: [N:1]1[CH:6]=[CH:5][CH:4]=[C:3]([CH:7]=[CH:8][C:9]([OH:11])=O)[CH:2]=1.C1N=CN(C(N2C=NC=C2)=O)C=1.[OH:24][C:25]([C:37]1[CH:42]=[CH:41][CH:40]=[CH:39][CH:38]=1)([C:31]1[CH:36]=[CH:35][CH:34]=[CH:33][CH:32]=1)[CH2:26][CH2:27][CH2:28][CH2:29][NH2:30]>C1COCC1>[OH:24][C:25]([C:37]1[CH:38]=[CH:39][CH:40]=[CH:41][CH:42]=1)([C:31]1[CH:32]=[CH:33][CH:34]=[CH:35][CH:36]=1)[CH2:26][CH2:27][CH2:28][CH2:29][NH:30][C:9](=[O:11])[CH:8]=[CH:7][C:3]1[CH:2]=[N:1][CH:6]=[CH:5][CH:4]=1. Procedure details: Batch size: 1.7 g (11.3 mmol) 3-(3-pyridyl)-acrylic acid, 1.7 g (10 mmol) CDI and 2.4 g (9.4 mmol) 5-hydroxy-5,5-diphenyl-pentylamine in 40 ml abs. THF. Reactants: O.NN (Hydrazine hydrate), COC1=CC=C(C=C1)CC(=O)OCC (ethyl (4-methoxyphenyl)acetate). Run in CO (methanol). Conditions: time 18 hour. Yields the product COC1=CC=C(C=C1)CC(=O)NN ((4-methoxyphenyl)acetic acid hydrazide). Reaction SMILES: O.[NH2:2][NH2:3].[CH3:4][O:5][C:6]1[CH:11]=[CH:10][C:9]([CH2:12][C:13]([O:15]CC)=O)=[CH:8][CH:7]=1>CO>[CH3:4][O:5][C:6]1[CH:11]=[CH:10][C:9]([CH2:12][C:13]([NH:2][NH2:3])=[O:15])=[CH:8][CH:7]=1 |f:0.1|. Procedure: Hydrazine hydrate (4.7 cm3) was added dropwise to ethyl (4-methoxyphenyl)acetate (3.73 g) and then methanol (20 cm3) was added to form a homogeneous reaction mixture. This mixture was stirred for 18 hours at ambient temperature during which time a white precipitate formed. The precipitate was isolated by filtration and washed with methanol and water, then air-dried to give (4-methoxyphenyl)acetic acid hydrazide (2g). M+ =180; 1H NMR: δ 3.50(2H,s); 380(3H,s); 3.85(2H,br s); 6.70(1H,br s); 6.90(2H...